describe an organic reaction: reactants, conditions, products, and yield From a dataset of the Open Reaction Database (ORD), a public repository of structured organic reaction records. The reactants are OCC1=CC=C(C=C1)C(C)(C)O (2-[4-(Hydroxymethyl)phenyl]propan-2-ol). The reagents and catalysts are O=[Mn]=O (MnO2). Run in C(C)(=O)OCC (ethyl acetate), ClCCl (dichloromethane). Conditions: time 8 hour. Product: OC(C)(C)C1=CC=C(C=O)C=C1 (4-(1-Hydroxy-1-methylethyl)benzaldehyde). As a reaction SMILES: [OH:1][CH2:2][C:3]1[CH:8]=[CH:7][C:6]([C:9]([OH:12])([CH3:11])[CH3:10])=[CH:5][CH:4]=1>C(OCC)(=O)C.ClCCl.O=[Mn]=O>[OH:12][C:9]([C:6]1[CH:7]=[CH:8][C:3]([CH:2]=[O:1])=[CH:4][CH:5]=1)([CH3:11])[CH3:10]. Procedure: 2-[4-(Hydroxymethyl)phenyl]propan-2-ol (1.0 g, 6 mmol) was dissolved in the mixture of ethyl acetate (10 mL) and dichloromethane (5 mL). To the solution, MnO2 (2.6 g, 30 mmol) was added, and the mixture was stirred overnight at room temperature. The solid was filtered off and washed with ethyl acetate. The combined organic phases were concentrated to afford the title compound. 1H NMR (400 MHz CDCl3): δ 10.00 (s, 1H), 7.80 (d, 2H), 7.60 (d, 2H), 1.60 (s, 6H). The reactants are C1(=CC=CC=C1)C(N)C1=CC=CC=C1 (diphenylmethanamine), BrC1=C(C=O)C=CC=C1 (2-bromobenzaldehyde). Yields the product BrC1=C(\C=N\C(C2=CC=CC=C2)C2=CC=CC=C2)C=CC=C1 ((E)-N-(2-Bromobenzylidene)-1,1-diphenylmethanamine). Reaction SMILES: [C:1]1([CH:7]([C:9]2[CH:14]=[CH:13][CH:12]=[CH:11][CH:10]=2)[NH2:8])[CH:6]=[CH:5][CH:4]=[CH:3][CH:2]=1.[Br:15][C:16]1[CH:23]=[CH:22][CH:21]=[CH:20][C:17]=1[CH:18]=O>>[Br:15][C:16]1[CH:23]=[CH:22][CH:21]=[CH:20][C:17]=1/[CH:18]=[N:8]/[CH:7]([C:1]1[CH:2]=[CH:3][CH:4]=[CH:5][CH:6]=1)[C:9]1[CH:10]=[CH:11][CH:12]=[CH:13][CH:14]=1. Procedure details: This material was prepared from diphenylmethanamine and 2-bromobenzaldehyde using the methods described by G. Cainelli et al, J. Org. Chem., 1996, 51, 5134. The reactants are BrC=1C=C(C=CC1F)C(C)O (1-(3-Bromo-4-fluorophenyl)ethanol), C(C)[SiH](CC)CC (triethylsilane). The solvent is FC(C(=O)O)(F)F (trifluoroacetic acid). Run at temperature 50 celsius, time 6 hour. Yields the product BrC1=C(C=CC(=C1)CC)F (2-Bromo-4-ethyl-1-fluorobenzene). The yield is 85.0%. RXN SMILES: [Br:1][C:2]1[CH:3]=[C:4]([CH:9](O)[CH3:10])[CH:5]=[CH:6][C:7]=1[F:8].C([SiH](CC)CC)C>FC(F)(F)C(O)=O>[Br:1][C:2]1[CH:3]=[C:4]([CH2:9][CH3:10])[CH:5]=[CH:6][C:7]=1[F:8]. Procedure details: To 84A (9.8 g, 45 mmol) in trifluoroacetic acid (20 mL) was added triethylsilane (14.3 mL, 90 mmol). After stirring at 50° C. for 6 h, the reaction was quenched with 100 mL of saturated NaHCO3 solution and extracted with diethyl ether (3×). The combined organic layers were washed with brine, dried over MgSO4, and concentrated. The resulting residue was distilled at 200° C. to give 84B (85% purity). Starting materials: ClCCCCNC1=C(C=NC2=CC=CC=C12)N (N4-(4-chlorobutyl)quinoline-3,4-diamine), C(CC)(OC)(OC)OC (trimethyl orthopropionate), Cl.N1=CC=CC=C1 (pyridine hydrochloride). The product is ClCCCCN1C(=NC=2C=NC=3C=CC=CC3C21)CC (1-(4-chlorobutyl)-2-ethyl-1H-imidazo[4,5-c]quinoline). Isolated yield 72.7%. Reaction SMILES: [Cl:1][CH2:2][CH2:3][CH2:4][CH2:5][NH:6][C:7]1[C:16]2[C:11](=[CH:12][CH:13]=[CH:14][CH:15]=2)[N:10]=[CH:9][C:8]=1[NH2:17].[C:18](OC)(OC)(OC)[CH2:19][CH3:20].Cl.N1C=CC=CC=1>>[Cl:1][CH2:2][CH2:3][CH2:4][CH2:5][N:6]1[C:7]2[C:16]3[CH:15]=[CH:14][CH:13]=[CH:12][C:11]=3[N:10]=[CH:9][C:8]=2[N:17]=[C:18]1[CH2:19][CH3:20] |f:2.3|. Reported procedure: Using the general method of Example 1 Part D, N4-(4-chlorobutyl)quinoline-3,4-diamine (30 g, 0.12 mole) was cyclized using trimethyl orthopropionate (23.3 g, 0.13 mol) in the presence of a catalytic amount of pyridine hydrochloride to provide 25.1 g of 1-(4-chlorobutyl)-2-ethyl-1H-imidazo[4,5-c]quinoline as solid. Starting materials: BrC=1C=C(C=C(C1C)F)[N+](=O)[O-] (3-bromo-5-fluoro-4-methylnitrobenzene), Cl (HCl), stannous chloride dihydrate. Run in C(C)O (ethanol). Run at time 16 hour. Yields the product BrC=1C=C(N)C=C(C1C)F (3-Bromo-5-fluoro-4-methylaniline). Isolated yield 106.2%. Reaction SMILES: [Br:1][C:2]1[CH:3]=[C:4]([N+:10]([O-])=O)[CH:5]=[C:6]([F:9])[C:7]=1[CH3:8].Cl>C(O)C>[Br:1][C:2]1[CH:3]=[C:4]([CH:5]=[C:6]([F:9])[C:7]=1[CH3:8])[NH2:10]. Procedure: To 3-bromo-5-fluoro-4-methylnitrobenzene (1.4 gm, 6.0 mmol) in ethanol (100%, 25 mL) was added (c) HCl (7.0 mL) and stannous chloride dihydrate (4.1 gm, 18 mmol). The solution was stirred at room temperature for 16 hr and then concentrated in vacuo. The residue was diluted with water, made basic with 2N NaOH and extracted twice with ether. The ether layers were each washed with brine, dried over sodium sulfate, combined and evaporated to give 1.3 gm of crude title compound as an oil. NMR (CDCl3)...